From a dataset of the Open Reaction Database (ORD), a public repository of structured organic reaction records. describe an organic reaction: reactants, conditions, products, and yield The reactants are C1(=CC=CC=C1)P(C1=CC=CC=C1)C1=CC=CC=C1 (Triphenylphosphine), C(C)(C)(C)OC(=O)N1[C@H](CN(CC1)C(=O)C1=CC=CC2=CC=CC=C12)CCO (1-tert-butoxycarbonyl-2(S)-(2-hydroxyethyl)-4-naphthoylpiperazine), S1C(=CC=C1)CC(=O)O (thiolacetic acid), CCOC(=O)/N=N/C(=O)OCC (diethylazodicarboxylate). Run in O1CCCC1 (tetrahydrofuran), O1CCCC1 (tetrahydrofuran). Run at time 30 minute. The product is C(C)(C)(C)OC(=O)N1[C@H](CN(CC1)C(=O)C1=CC=CC2=CC=CC=C12)CCC(C)=S (1-tert-Butoxycarbonyl-2(S)-(2-thioacetylethyl)-4-(1-naphthoyl)piperazine). As a reaction SMILES: C1(P(C2C=CC=CC=2)C2C=CC=CC=2)C=CC=CC=1.CCOC(/N=N/C(OCC)=O)=O.[C:32]([O:36][C:37]([N:39]1[CH2:44][CH2:43][N:42]([C:45]([C:47]2[C:56]3[C:51](=[CH:52][CH:53]=[CH:54][CH:55]=3)[CH:50]=[CH:49][CH:48]=2)=[O:46])[CH2:41][C@@H:40]1[CH2:57][CH2:58]O)=[O:38])([CH3:35])([CH3:34])[CH3:33].[S:60]1C=C[CH:62]=[C:61]1CC(O)=O>O1CCCC1>[C:32]([O:36][C:37]([N:39]1[CH2:44][CH2:43][N:42]([C:45]([C:47]2[C:56]3[C:51](=[CH:52][CH:53]=[CH:54][CH:55]=3)[CH:50]=[CH:49][CH:48]=2)=[O:46])[CH2:41][C@@H:40]1[CH2:57][CH2:58][C:61](=[S:60])[CH3:62])=[O:38])([CH3:35])([CH3:33])[CH3:34]. Procedure: Triphenylphosphine (0.65 g, 2.5 mmol), in tetrahydrofuran (7 mL) was cooled to 0° C. and diethylazodicarboxylate (0.41 mL, 2.5 mmol) added. The reaction was stirred for 30 min, and 1-tert-butoxycarbonyl-2(S)-(2-hydroxyethyl)-4-naphthoylpiperazine (0.50 g, 1.3 mmol) and thiolacetic acid (0.18 mL, 2.5 mmol) were added in tetrahydrofuran (8 mL). After stirring at 20° C. for 16 h, the solvent was removed in vacuo and the residue chromatographed on silica with 30% ethyl acetate in hexane to give the ... Reactants: IC1=CC=C(C(=O)N=C=O)C=C1 (4-iodobenzoyl isocyanate), ClC1=C(C=C(C=C1)CNC(C(C)C)=O)NNC(=O)OC(C)(C)C (tert-butyl 2-(2-chloro-5-{[(2-methylpropanoyl)amino]methyl}phenyl)hydrazinecarboxylate), FC(C(=O)O)(F)F (trifluoro acetic acid). Run in C(Cl)Cl (DCM). The product is ClC1=C(C=C(CNC(C(C)C)=O)C=C1)N1N=C(NC1=O)C1=CC=C(C=C1)I (N-(4-Chloro-3-(4,5-dihydro-3-(4-iodophenyl)-5-oxo-1,2,4-triazol-1-yl)benzyl)isobutyramide). The yield is 34.4%. RXN SMILES: [I:1][C:2]1[CH:12]=[CH:11][C:5]([C:6]([N:8]=[C:9]=[O:10])=O)=[CH:4][CH:3]=1.[Cl:13][C:14]1[CH:19]=[CH:18][C:17]([CH2:20][NH:21][C:22](=[O:26])[CH:23]([CH3:25])[CH3:24])=[CH:16][C:15]=1[NH:27][NH:28]C(OC(C)(C)C)=O.FC(F)(F)C(O)=O>C(Cl)Cl>[Cl:13][C:14]1[CH:19]=[CH:18][C:17]([CH2:20][NH:21][C:22](=[O:26])[CH:23]([CH3:25])[CH3:24])=[CH:16][C:15]=1[N:27]1[C:9](=[O:10])[NH:8][C:6]([C:5]2[CH:11]=[CH:12][C:2]([I:1])=[CH:3][CH:4]=2)=[N:28]1. Procedure: The title compound was prepared according to the procedure described in Example-83 by using 4-iodobenzoyl isocyanate (Intermediate-67, 1.500 g), tert-butyl 2-(2-chloro-5-{[(2-methylpropanoyl)amino]methyl}phenyl)hydrazinecarboxylate (Intermediate-97, 1.0 g), DCM (20 mL), and trifluoro acetic acid (5.0 mL) to afford 0.500 g of the desired product. 1H NMR (400 MHz, DMSO d6): δ 1.02 (d, J=6.9 Hz, 6H), 2.44 (m, 1H), 4.28 (d, J=8.7 Hz, 2H), 7.28 (br s, 1H), 7.35 (d, J=7.8 Hz, 1H), 7.44 (s, 1H), 7.61 (... Reactants: NCC=1C=NC=CC1C1=NC=2N([C@@H](C(N(C2C=N1)C)=O)CC)C1CCCC1 ((R)-2-(3-(aminomethyl)pyridin-4-yl)-8-cyclopentyl-7-ethyl-5-methyl-7,8-dihydropteridin-6(5H)-one), CS(=O)(=O)Cl (methane sulfonylchloride), C(=O)(C(F)(F)F)O (TFA). The product is C1(CCCC1)N1[C@@H](C(N(C=2C=NC(=NC12)C1=C(C=NC=C1)CNS(=O)(=O)C)C)=O)CC ((R)—N-((4-(8-cyclopentyl-7-ethyl-5-methyl-6-oxo-5,6,7,8-tetrahydropteridin-2-yl)pyridin-3-yl)methyl)methanesulfonamide). Reaction SMILES: [NH2:1][CH2:2][C:3]1[CH:4]=[N:5][CH:6]=[CH:7][C:8]=1[C:9]1[N:18]=[CH:17][C:16]2[N:15]([CH3:19])[C:14](=[O:20])[C@@H:13]([CH2:21][CH3:22])[N:12]([CH:23]3[CH2:27][CH2:26][CH2:25][CH2:24]3)[C:11]=2[N:10]=1.[CH3:28][S:29](Cl)(=[O:31])=[O:30].C(O)(C(F)(F)F)=O>>[CH:23]1([N:12]2[C:11]3[N:10]=[C:9]([C:8]4[CH:7]=[CH:6][N:5]=[CH:4][C:3]=4[CH2:2][NH:1][S:29]([CH3:28])(=[O:31])=[O:30])[N:18]=[CH:17][C:16]=3[N:15]([CH3:19])[C:14](=[O:20])[C@H:13]2[CH2:21][CH3:22])[CH2:27][CH2:26][CH2:25][CH2:24]1. Reported procedure: The title compound was prepared similarly to the methods described in Example 114, with (R)-2-(3-(aminomethyl)pyridin-4-yl)-8-cyclopentyl-7-ethyl-5-methyl-7,8-dihydropteridin-6(5H)-one (Example 105) instead of (R)-2-(3-aminopyridin-4-yl)-8-cyclopentyl-7-ethyl-5-methyl-7,8-dihydropteridin-6(5H)-one (Example 91) and with methane sulfonylchloride instead of chloromethylcarbonate. LCMS (0.05% TFA): 445.2 m/z (M+H)+; 1H-NMR (MeOD, 500 MHz): δ: 8.62 (s, 1H), 8.50 (d, 1H, J=5.0 Hz), 8.05 (s, 1H), 7.82 ... The reactants are BrCC(=O)OC (methyl bromoacetate), O (water), C(C)(C)(C)OC(COC1=CC(=C(C=C1)N)C)=O ((4-amino-3-methylphenoxy)-acetic acid t-butyl ester), C([O-])([O-])=O.[K+].[K+] (potassium carbonate). Run in CN(C)C=O (DMF). Run at temperature 60 celsius, time 1 hour. Product: COC(CNC1=C(C=C(C=C1)OCC(=O)OC(C)(C)C)C)=O ((4-t-butoxycarbonylmethoxy-2-methylphenylamino)-acetic acid methyl ester), dialkylated product. Yield: 25.0%. Reaction SMILES: [C:1]([O:5][C:6](=[O:17])[CH2:7][O:8][C:9]1[CH:14]=[CH:13][C:12]([NH2:15])=[C:11]([CH3:16])[CH:10]=1)([CH3:4])([CH3:3])[CH3:2].C(=O)([O-])[O-].[K+].[K+].Br[CH2:25][C:26]([O:28][CH3:29])=[O:27].O>CN(C=O)C>[CH3:29][O:28][C:26](=[O:27])[CH2:25][NH:15][C:12]1[CH:13]=[CH:14][C:9]([O:8][CH2:7][C:6]([O:5][C:1]([CH3:4])([CH3:3])[CH3:2])=[O:17])=[CH:10][C:11]=1[CH3:16] |f:1.2.3|. Procedure: To a mixture of 2.1 g (8.9 mmol) of the title B compound, (4-amino-3-methylphenoxy)-acetic acid t-butyl ester and 2.44 g (17.7 mmol) of potassium carbonate in 8 mL of DMF are added 1.76 g (11.5 mmol) of methyl bromoacetate. The mixture is stirred at 60° C. for 1 h, then allowed to cool to RT. The mixture is poured into water and extracted with EtOAc. The organic phase is washed with water and brine, and dried over anhydrous Na2SO4. The solvent is removed under reduced pressure and the residue is... Procedure: The title compound is prepared from 4-(5-chloro-2,3-dihydro-furo[2,3-c]pyridin-2-yl)-piperidine-1-carboxylic acid tert-butyl ester and 4-(methylsulfonylamino)phenylboronic acid acid following a procedure analogous to that described in Example 28. LC (method 10): tR=1.57 min; Mass spectrum (ESI+): m/z=474 [M+H]+. The product is C(C)(C)(C)OC(=O)N1CCC(CC1)C1CC=2C(=CN=C(C2)C2=CC=C(C=C2)NS(=O)(=O)C)O1 (4-[5-(4-Methanesulfonylamino-phenyl)-2,3-dihydro-furo[2,3-c]pyridin-2-yl]-piperidine-1-carboxylic acid tert-butyl ester). Reaction SMILES: [C:1]([O:5][C:6]([N:8]1[CH2:13][CH2:12][CH:11]([CH:14]2[O:23][C:17]3=[CH:18][N:19]=[C:20](Cl)[CH:21]=[C:16]3[CH2:15]2)[CH2:10][CH2:9]1)=[O:7])([CH3:4])([CH3:3])[CH3:2].[CH3:24][S:25]([NH:28][C:29]1[CH:34]=[CH:33][C:32](B(O)O)=[CH:31][CH:30]=1)(=[O:27])=[O:26]>>[C:1]([O:5][C:6]([N:8]1[CH2:13][CH2:12][CH:11]([CH:14]2[O:23][C:17]3=[CH:18][N:19]=[C:20]([C:32]4[CH:31]=[CH:30][C:29]([NH:28][S:25]([CH3:24])(=[O:26])=[O:27])=[CH:34][CH:33]=4)[CH:21]=[C:16]3[CH2:15]2)[CH2:10][CH2:9]1)=[O:7])([CH3:4])([CH3:3])[CH3:2]. Reactants: C(C)(C)(C)OC(=O)N1CCC(CC1)C1CC=2C(=CN=C(C2)Cl)O1 (4-(5-chloro-2,3-dihydro-furo[2,3-c]pyridin-2-yl)-piperidine-1-carboxylic acid tert-butyl ester), CS(=O)(=O)NC1=CC=C(C=C1)B(O)O (4-(methylsulfonylamino)phenylboronic acid). The reactants are CC(C)Cc1ccc(C=O)cc1, FC(F)(F)c1nnc2ccc(N3CCNCC3)nn12. Product: CC(C)Cc1ccc(CN2CCN(c3ccc4nnc(C(F)(F)F)n4n3)CC2)cc1. As a reaction SMILES: [CH3:20][CH:21]([CH2:22][c:23]1[cH:24][cH:25][c:26]([CH:27]=[O:28])[cH:29][cH:30]1)[CH3:31].[N:1]1([c:7]2[cH:8][cH:9][c:10]3[n:11]([n:12]2)[c:13]([C:16]([F:17])([F:18])[F:19])[n:14][n:15]3)[CH2:2][CH2:3][NH:4][CH2:5][CH2:6]1>>[N:1]1([c:7]2[cH:8][cH:9][c:10]3[n:11]([n:12]2)[c:13]([C:16]([F:17])([F:18])[F:19])[n:14][n:15]3)[CH2:2][CH2:3][N:4]([CH2:27][c:26]2[cH:25][cH:24][c:23]([CH2:22][CH:21]([CH3:20])[CH3:31])[cH:30][cH:29]2)[CH2:5][CH2:6]1. As a reaction SMILES: [C:29].[CH2:1]([c:2]1[cH:3][cH:4][cH:5][cH:6][cH:7]1)[N:8]1[CH2:9][CH2:10][CH:11]([NH:14][c:15]2[n:16][cH:17][c:18]([C:19](=[O:20])[O:21][CH3:22])[cH:23][cH:24]2)[CH2:12][CH2:13]1.[CH3:27][OH:28].[H:25][H:26].[Pd:30]>>[NH:8]1[CH2:9][CH2:10][CH:11]([NH:14][c:15]2[n:16][cH:17][c:18]([C:19](=[O:20])[O:21][CH3:22])[cH:23][cH:24]2)[CH2:12][CH2:13]1. The product is COC(=O)c1ccc(NC2CCNCC2)nc1. Starting materials: C, COC(=O)c1ccc(NC2CCN(Cc3ccccc3)CC2)nc1, CO, [H][H], [Pd].